From a dataset of the Open Reaction Database (ORD), a public repository of structured organic reaction records. describe an organic reaction: reactants, conditions, products, and yield Starting materials: C(C)N(C=O)CC (N.N-diethylformamide), COS(=O)(=O)OC (dimethylsulfate), C(C)NCC (diethylamine), C1(=CC=CC=C1)C (toluene). Run at temperature 50 celsius. Product: C1(=CC=C(C=C1)S(=O)(=O)[O-])C.CN(C=[N+](C)C)C (N,N,N′,N′-tetramethylformamidinium para-toluenesulfonate). Reaction SMILES: [CH2:1]([N:3]([CH2:6]C)[CH:4]=O)C.C[O:9][S:10]([O:13]C)(=O)=[O:11].[CH2:15]([NH:17][CH2:18]C)C.[C:20]1([CH3:26])[CH:25]=[CH:24][CH:23]=[CH:22][CH:21]=1>>[C:20]1([CH3:26])[CH:25]=[CH:24][C:23]([S:10]([O-:13])(=[O:11])=[O:9])=[CH:22][CH:21]=1.[CH3:1][N:3]([CH3:6])[CH:4]=[N+:17]([CH3:18])[CH3:15] |f:4.5|. Reported procedure: A mixture of N.N-diethylformamide (30 g) and dimethylsulfate (37.5 g) are heated to 50° C. for 4 h. Then a mixture of diethylamine (32.6 g) and toluene (20 ml) are added and the resulting mixture is stirred at reflux for 1 h. The reaction mixture is cooled to room temperature and the phases are separated. The lower layer is washed ten times with diethyl ether to give N,N,N′,N′-tetraethylformamidinium methylsulfate (18, R6=Et, R7=Et). 1H NMR (DMSO-d6), 7.26 (1H), 3.51 (8H), 3.42 (3H), 1.24 (12H) ... The reactants are Cc1ccc(S(=O)(=O)OCC2(O)Cn3c(=O)c(F)cc4ncc(F)c2c43)cc1, CCO, CC(C)(C)OC(=O)NC1CCNCC1, [Na+], [Na+], O=C([O-])[O-]. Product: CC(C)(C)OC(=O)NC1CCN(CC2(O)Cn3c(=O)c(F)cc4ncc(F)c2c43)CC1. RXN SMILES: [CH3:1][c:2]1[cH:3][cH:4][c:5]([S:6]([O:7][CH2:12][C:13]2([OH:28])[CH2:14][n:15]3[c:16]4[c:17]2[c:18]([F:27])[cH:19][n:20][c:21]4[cH:22][c:23]([F:26])[c:24]3=[O:25])(=[O:8])=[O:9])[cH:10][cH:11]1.[CH3:49][CH2:50][OH:51].[NH:35]1[CH2:36][CH2:37][CH:38]([NH:41][C:42]([O:43][C:44]([CH3:45])([CH3:46])[CH3:47])=[O:48])[CH2:39][CH2:40]1.[Na+:29].[Na+:30].[O-:31][C:32](=[O:33])[O-:34]>>[CH2:12]([C:13]1([OH:28])[CH2:14][n:15]2[c:16]3[c:17]1[c:18]([F:27])[cH:19][n:20][c:21]3[cH:22][c:23]([F:26])[c:24]2=[O:25])[N:35]1[CH2:36][CH2:37][CH:38]([NH:41][C:42]([O:43][C:44]([CH3:45])([CH3:46])[CH3:47])=[O:48])[CH2:39][CH2:40]1. Reactants: Cl.N[C@@H]1C(N(CC1)CC=1C=C(SC1)C#N)=O (4-(3-(S)-amino-2-oxopyrrolidin-1-ylmethyl)thiophene-2-carbonitrile hydrochloride), C(=O)(OCC1=CC=CC=C1)NC=1C=C2C=CC(=CC2=CC1)S(=O)(=O)Cl (N-Cbz-6-aminonaphthalene-2-sulfonyl chloride). Yields the product C(#N)C1=CC(=CS1)CN1C([C@H](CC1)NS(=O)(=O)C1=CC2=CC=C(C=C2C=C1)NC(=O)OCC1=CC=CC=C1)=O (N-Cbz-6-aminonaphthalene-2-sulfonic acid-[1-(5-cyanothiophen-3-ylmethyl)-2-oxopyrrolidin-3-(S)-yl]amide). Reaction SMILES: Cl.[NH2:2][C@H:3]1[CH2:7][CH2:6][N:5]([CH2:8][C:9]2[CH:10]=[C:11]([C:14]#[N:15])[S:12][CH:13]=2)[C:4]1=[O:16].[C:17]([NH:27][C:28]1[CH:29]=[C:30]2[C:35](=[CH:36][CH:37]=1)[CH:34]=[C:33]([S:38](Cl)(=[O:40])=[O:39])[CH:32]=[CH:31]2)([O:19][CH2:20][C:21]1[CH:26]=[CH:25][CH:24]=[CH:23][CH:22]=1)=[O:18]>>[C:14]([C:11]1[S:12][CH:13]=[C:9]([CH2:8][N:5]2[CH2:6][CH2:7][C@H:3]([NH:2][S:38]([C:33]3[CH:32]=[CH:31][C:30]4[C:35](=[CH:36][CH:37]=[C:28]([NH:27][C:17]([O:19][CH2:20][C:21]5[CH:22]=[CH:23][CH:24]=[CH:25][CH:26]=5)=[O:18])[CH:29]=4)[CH:34]=3)(=[O:40])=[O:39])[C:4]2=[O:16])[CH:10]=1)#[N:15] |f:0.1|. Procedure details: The title compound is prepared from 4-(3-(S)-amino-2-oxopyrrolidin-1-ylmethyl)thiophene-2-carbonitrile hydrochloride as described in EXAMPLE 125, Part C using N-Cbz-6-aminonaphthalene-2-sulfonyl chloride in place of 7-methoxynaphthalene-2-sulfonyl chloride. The crude product is purified by column chromatography eluting with a gradient of 10% EtOAc/CH2Cl2 to 25% EtOAc/CH2Cl2 to provide the title compound as a solid. Reactants: O=P(Cl)(Cl)Cl (POCl3), [H-].[Na+] (Sodium hydride), C(C)OC(C(CC1=CC=C(C=2CCCCC12)O)OCC)=O ([rac]-2-ethoxy-3-(4-hydroxy-5,6,7,8-tetrahydro-naphthalen-1-yl)-propionic acid ethyl ester), ClCC=1N=C(OC1C)C1=CC=C(C=C1)C(C)C (4-chloromethyl-2-(4-isopropyl-phenyl)-5-methyl-oxazole), C(C)(C)C1=CC=C(C=O)C=C1 (4-isopropyl-benzaldehyde). The solvent is O (water), CN(C=O)C (N,N-dimethylformamide). Conditions: time 10 minute. Product: C(C)OC(C(CC1=CC=C(C=2CCCCC12)OCC=1N=C(OC1C)C1=CC=C(C=C1)C(C)C)OCC)=O ([rac]-2-ethoxy-3-{4-[2-(4-isopropyl-phenyl)-5-methyl-oxazol-4-ylmethoxy]-5,6,7,8-tetrahydro-naphthalen-1-yl}-propionic acid ethyl ester). Yield: 67.2%. As a reaction SMILES: [H-].[Na+].[CH2:3]([O:5][C:6](=[O:23])[CH:7]([O:20][CH2:21][CH3:22])[CH2:8][C:9]1[C:18]2[CH2:17][CH2:16][CH2:15][CH2:14][C:13]=2[C:12]([OH:19])=[CH:11][CH:10]=1)[CH3:4].Cl[CH2:25][C:26]1[N:27]=[C:28]([C:32]2[CH:37]=[CH:36][C:35]([CH:38]([CH3:40])[CH3:39])=[CH:34][CH:33]=2)[O:29][C:30]=1[CH3:31].C(C1C=CC(C=O)=CC=1)(C)C.O=P(Cl)(Cl)Cl>CN(C)C=O.O>[CH2:3]([O:5][C:6](=[O:23])[CH:7]([O:20][CH2:21][CH3:22])[CH2:8][C:9]1[C:18]2[CH2:17][CH2:16][CH2:15][CH2:14][C:13]=2[C:12]([O:19][CH2:25][C:26]2[N:27]=[C:28]([C:32]3[CH:33]=[CH:34][C:35]([CH:38]([CH3:40])[CH3:39])=[CH:36][CH:37]=3)[O:29][C:30]=2[CH3:31])=[CH:11][CH:10]=1)[CH3:4] |f:0.1|. Procedure details: 0.037 g (1.54 mmol) Sodium hydride was added in small portions below 30° C. and under argon to a solution of 0.30 g (1.03 mmol) [rac]-2-ethoxy-3-(4-hydroxy-5,6,7,8-tetrahydro-naphthalen-1-yl)-propionic acid ethyl ester in 5.0 ml N,N-dimethylformamide. After 10 minutes, 0.384 g (1.54 mmol) 4-chloromethyl-2-(4-isopropyl-phenyl)-5-methyl-oxazole (prepared from 4-isopropyl-benzaldehyde and diacetyl monoxyme followed by treatment with POCl3 in analogy to the procedures described in examples 21 a] and... Starting materials: O=C1NC(=O)N(Cc2ccccc2)C1=O, CCOC(=O)N=NC(=O)OCC, C1CCOC1, O=C(C=Cc1cccnc1)NCCCCO, c1ccc(P(c2ccccc2)c2ccccc2)cc1. Yields the product O=C(C=Cc1cccnc1)NCCCCN1C(=O)C(=O)N(Cc2ccccc2)C1=O. As a reaction SMILES: [CH2:36]([c:37]1[cH:38][cH:39][cH:40][cH:41][cH:42]1)[N:43]1[C:44](=[O:50])[NH:45][C:46](=[O:49])[C:47]1=[O:48].[CH2:51]([O:52][C:53]([N:54]=[N:55][C:56]([O:57][CH2:58][CH3:59])=[O:60])=[O:61])[CH3:62].[CH2:63]1[O:64][CH2:65][CH2:66][CH2:67]1.[OH:1][CH2:2][CH2:3][CH2:4][CH2:5][NH:6][C:7]([CH:8]=[CH:9][c:10]1[cH:11][n:12][cH:13][cH:14][cH:15]1)=[O:16].[c:17]1([P:18]([c:19]2[cH:20][cH:21][cH:22][cH:23][cH:24]2)[c:25]2[cH:26][cH:27][cH:28][cH:29][cH:30]2)[cH:31][cH:32][cH:33][cH:34][cH:35]1>>[CH2:2]([CH2:3][CH2:4][CH2:5][NH:6][C:7]([CH:8]=[CH:9][c:10]1[cH:11][n:12][cH:13][cH:14][cH:15]1)=[O:16])[N:45]1[C:44](=[O:50])[N:43]([CH2:36][c:37]2[cH:38][cH:39][cH:40][cH:41][cH:42]2)[C:47](=[O:48])[C:46]1=[O:49]. The reactants are ClC=1C=C(C(=O)Cl)C=CN1 (2-chloro-isonicotinoyl chloride), [OH-].[Na+] (NaOH), FC1=CC=CC=C1 (fluorobenzene), [Al+3].[Cl-].[Cl-].[Cl-] (AlCl3). Solvent: O (water). Product: ClC1=NC=CC(=C1)C(C1=CC=C(C=C1)F)=O (2-chloro-4-(4-fluorobenzoyl)-pyridine). RXN SMILES: [Cl:1][C:2]1[CH:3]=[C:4]([CH:8]=[CH:9][N:10]=1)[C:5](Cl)=[O:6].[F:11][C:12]1[CH:17]=[CH:16][CH:15]=[CH:14][CH:13]=1.[Al+3].[Cl-].[Cl-].[Cl-].[OH-].[Na+]>O>[Cl:1][C:2]1[CH:3]=[C:4]([C:5](=[O:6])[C:15]2[CH:16]=[CH:17][C:12]([F:11])=[CH:13][CH:14]=2)[CH:8]=[CH:9][N:10]=1 |f:2.3.4.5,6.7|. Procedure details: To a solution of 4.2 g 2-chloro-isonicotinoyl chloride in 25 ml. fluorobenzene there is added with cooling 11.7 g AlCl3. The mixture is heated at 70°-80° C. during 7 hrs. The crude is added to acidic (pH 1-2) cold water. The pH is raised until 4.5 with diluted aqueous NaOH. This aqueous organic mixture is extracted several times with methylene chloride. The combined extracts are washed with water, dried (Na2SO4) and distilled in a rotary evaporator. The remaining crude oil is purified through a ... The reactants are FC(C[C@@H](C(=O)O)NC(=O)N1CCOCC1)(CCC)F ((S)-4,4-Difluoro-2-[(morpholine-4-carbonyl)-amino]-heptanoic acid), C(C)(C)N(CC)C(C)C (diisopropyl ethylamine), Cl.NC1(CC1)C#N (1-Amino-cyclopropanecarbonitrile hydrochloride), [B-](F)(F)(F)F.CCOC(=O)C(=NOC(=[N+](C)C)N(C)C)C#N (TOTU). Yields the product C(#N)C1(CC1)NC(=O)[C@H](CC(CCC)(F)F)NC(=O)N1CCOCC1 (Morpholine-4-carboxylic acid [(S)-1-(1-cyano-cyclopropylcarbamoyl)-3,3-difluoro-hexyl]-amide). Reaction SMILES: [F:1][C:2]([F:20])([CH2:17][CH2:18][CH3:19])[CH2:3][C@H:4]([NH:8][C:9]([N:11]1[CH2:16][CH2:15][O:14][CH2:13][CH2:12]1)=[O:10])[C:5]([OH:7])=O.Cl.[NH2:22][C:23]1([C:26]#[N:27])[CH2:25][CH2:24]1.[B-](F)(F)(F)F.CCOC(C(C#N)=NOC(N(C)C)=[N+](C)C)=O.C(N(C(C)C)CC)(C)C>>[C:26]([C:23]1([NH:22][C:5]([C@@H:4]([NH:8][C:9]([N:11]2[CH2:16][CH2:15][O:14][CH2:13][CH2:12]2)=[O:10])[CH2:3][C:2]([F:1])([F:20])[CH2:17][CH2:18][CH3:19])=[O:7])[CH2:25][CH2:24]1)#[N:27] |f:1.2,3.4|. Procedure: Prepared by reacting (S)-4,4-Difluoro-2-[(morpholine-4-carbonyl)-amino]-heptanoic acid and 1-Amino-cyclopropanecarbonitrile hydrochloride, using TOTU as the coupling agent and diisopropyl ethylamine as the base. Reactants: N#CC1(c2cccc(C(=O)O)c2)CCC1, CN(C)C=O, CN1CCCC1=O, O=C(Cl)C(=O)Cl, Nc1cccc(Oc2ccc3nc(NC(=O)C4CC4)cn3n2)c1, C1CCOC1. Product: N#CC1(c2cccc(C(=O)Nc3cccc(Oc4ccc5nc(NC(=O)C6CC6)cn5n4)c3)c2)CCC1. Reaction SMILES: [C:1](#[N:2])[C:3]1([c:7]2[cH:8][c:9]([C:10](=[O:11])[OH:12])[cH:13][cH:14][cH:15]2)[CH2:4][CH2:5][CH2:6]1.[CH3:22][N:23]([CH3:24])[CH:25]=[O:26].[CH3:50][N:51]1[CH2:52][CH2:53][CH2:54][C:55]1=[O:56].[Cl:16][C:17]([C:18]([Cl:19])=[O:20])=[O:21].[NH2:27][c:28]1[cH:29][c:30]([O:31][c:32]2[cH:33][cH:34][c:35]3[n:36]([n:37]2)[cH:38][c:39]([NH:41][C:42](=[O:43])[CH:44]2[CH2:45][CH2:46]2)[n:40]3)[cH:47][cH:48][cH:49]1.[O:57]1[CH2:58][CH2:59][CH2:60][CH2:61]1>>[C:1](#[N:2])[C:3]1([c:7]2[cH:8][c:9]([C:10](=[O:12])[NH:27][c:28]3[cH:29][c:30]([O:31][c:32]4[cH:33][cH:34][c:35]5[n:36]([n:37]4)[cH:38][c:39]([NH:41][C:42](=[O:43])[CH:44]4[CH2:45][CH2:46]4)[n:40]5)[cH:47][cH:48][cH:49]3)[cH:13][cH:14][cH:15]2)[CH2:4][CH2:5][CH2:6]1. Reactants: ClC=1C=C(N)C=CC1Cl (3,4-dichloroaniline), C1(CCCCC1)N=C=S (cyclohexyl isothiocyanate). Product: C1(CCCCC1)NC(=S)NC1=CC(=C(C=C1)Cl)Cl (N-cyclohexyl-N'-(3,4-dichlorophenyl)thiourea). Reaction SMILES: [Cl:1][C:2]1[CH:3]=[C:4]([CH:6]=[CH:7][C:8]=1[Cl:9])[NH2:5].[CH:10]1([N:16]=[C:17]=[S:18])[CH2:15][CH2:14][CH2:13][CH2:12][CH2:11]1>>[CH:10]1([NH:16][C:17]([NH:5][C:4]2[CH:6]=[CH:7][C:8]([Cl:9])=[C:2]([Cl:1])[CH:3]=2)=[S:18])[CH2:15][CH2:14][CH2:13][CH2:12][CH2:11]1. Reported procedure: A mixture of 16.2 gm. (0.1 mole) of 3,4-dichloroaniline and 14.1 gm. (0.1 mole) of cyclohexyl isothiocyanate is heated together on the steam bath for four hours. The solid is crystallized from ethanol-water; 18 gm. (59%), m.p. 159°-162°.